describe an organic reaction: reactants, conditions, products, and yield From a dataset of the Open Reaction Database (ORD), a public repository of structured organic reaction records. Starting materials: solution, B(Cl)(Cl)Cl (boron trichloride), NC1=CC=CC=C1 (aniline), ClC(C#N)(Cl)Cl (trichloroacetonitrile), C([O-])([O-])=O.[K+].[K+] (potassium carbonate), CO (methanol). The solvent is C(Cl)Cl (methylene chloride), C(Cl)Cl (methylene chloride), stannic chloride. Yields the product C(C=1C(N)=CC=CC1)#N (anthranilonitrile). Yield: 46.0%. Reaction SMILES: B(Cl)(Cl)Cl.[NH2:5][C:6]1[CH:11]=[CH:10][CH:9]=[CH:8][CH:7]=1.C(=O)([O-])[O-].[K+].[K+].CO.ClC(Cl)(Cl)[C:22]#[N:23]>C(Cl)Cl>[C:22](#[N:23])[C:7]1[C:6](=[CH:11][CH:10]=[CH:9][CH:8]=1)[NH2:5] |f:2.3.4|. Reported procedure: To 2 ml of a solution of 2M of boron trichloride in methylene chloride were added a solution of 0.93 g of aniline in 10 ml of methylene chloride, 1.2 ml of trichloroacetonitrile and 1.2 ml of stannic chloride under ice-cooling. The mixture was refluxed on an oil bath for 24 hr. and poured into a mixture of 16 g of potassium carbonate and 32 ml of methanol under ice-cooling. The mixture was refluxed on an oil bath for 1 hr., filtered to remove the insoluble material and evaporated under reduced p... The reactants are CC(C)(C)OC(=O)NCCCCCC(=O)O, ClCCl, ClCCCl, CCCCCC, CCN(C(C)C)C(C)C, Cl, Nc1cccnc1, On1nnc2ccccc21. Yields the product CC(C)(C)OC(=O)NCCCCCC(=O)Nc1cccnc1. RXN SMILES: [C:8]([CH3:9])([CH3:10])([CH3:11])[O:12][C:13](=[O:14])[NH:15][CH2:16][CH2:17][CH2:18][CH2:19][CH2:20][C:21](=[O:22])[OH:23].[CH2:44]([Cl:45])[Cl:46].[CH2:53]([Cl:54])[CH2:55][Cl:56].[CH3:47][CH2:48][CH2:49][CH2:50][CH2:51][CH3:52].[CH:35]([N:36]([CH2:37][CH3:38])[CH:39]([CH3:40])[CH3:41])([CH3:42])[CH3:43].[ClH:34].[NH2:1][c:2]1[cH:3][n:4][cH:5][cH:6][cH:7]1.[OH:24][n:25]1[c:26]2[c:27]([cH:28][cH:29][cH:30][cH:31]2)[n:32][n:33]1>>[NH:1]([c:2]1[cH:3][n:4][cH:5][cH:6][cH:7]1)[C:21]([CH2:20][CH2:19][CH2:18][CH2:17][CH2:16][NH:15][C:13]([O:12][C:8]([CH3:9])([CH3:10])[CH3:11])=[O:14])=[O:22].